This data is from the Open Reaction Database (ORD), a public repository of structured organic reaction records. The task is: describe an organic reaction: reactants, conditions, products, and yield Starting materials: BrC=1N=C(N(C1)C(C1=CC=CC=C1)(C1=CC=CC=C1)C1=CC=CC=C1)C(C1=C(C(=CC(=C1)CC)OC)F)Cl (4-bromo-2-(chloro(5-ethyl-2-fluoro-3-methoxyphenyl)methyl)-1-trityl-1H-imidazole), BrC=1N=C(N(C1)C(C1=CC=CC=C1)(C1=CC=CC=C1)C1=CC=CC=C1)C(C1=C(C(=CC(=C1)CC)OC)F)NC=1C=C2C=CN=C(C2=CC1)N(C(=O)OC(C)(C)C)C(=O)OC(C)(C)C (di-tert-butyl (6-{[(4-bromo-1-trityl-1H-imidazol-2-yl)(5-ethyl-2-fluoro-3-methoxyphenyl)methyl]amino}isoquinolin-1-yl)imidodicarbonate), BrC=1N=C(N(C1)C(C1=CC=CC=C1)(C1=CC=CC=C1)C1=CC=CC=C1)C(O)C1=C(C(=CC(=C1)CC)Cl)F ((4-bromo-1-trityl-1H-imidazol-2-yl)(3-chloro-5-ethyl-2-fluorophenyl)methanol), NC=1C=C2C=CN=C(C2=CC1)N(C(=O)OC(C)(C)C)C(=O)OC(C)(C)C (di-tert-butyl (6-aminoisoquinolin-1-yl)imidodicarbonate). Yields the product EtOAc hexanes, BrC=1N=C(N(C1)C(C1=CC=CC=C1)(C1=CC=CC=C1)C1=CC=CC=C1)C(C1=C(C(=CC(=C1)CC)Cl)F)NC=1C=C2C=CN=C(C2=CC1)N(C(=O)OC(C)(C)C)C(=O)OC(C)(C)C (di-tert-butyl (6-{[(4-bromo-1-trityl-1H-imidazol-2-yl)(3-chloro-5-ethyl-2-fluorophenyl)methyl]amino}isoquinolin-1-yl)imidodicarbonate). Isolated yield 50.0%. RXN SMILES: [Br:1][C:2]1[N:3]=[C:4]([CH:26]([NH:38][C:39]2[CH:40]=[C:41]3[C:46](=[CH:47][CH:48]=2)[C:45]([N:49]([C:57]([O:59][C:60]([CH3:63])([CH3:62])[CH3:61])=[O:58])[C:50]([O:52][C:53]([CH3:56])([CH3:55])[CH3:54])=[O:51])=[N:44][CH:43]=[CH:42]3)[C:27]2[CH:32]=[C:31]([CH2:33][CH3:34])[CH:30]=[C:29](OC)[C:28]=2[F:37])[N:5]([C:7]([C:20]2[CH:25]=[CH:24][CH:23]=[CH:22][CH:21]=2)([C:14]2[CH:19]=[CH:18][CH:17]=[CH:16][CH:15]=2)[C:8]2[CH:13]=[CH:12][CH:11]=[CH:10][CH:9]=2)[CH:6]=1.BrC1N=C(C(C2C=C(CC)C=C([Cl:99])C=2F)O)N(C(C2C=CC=CC=2)(C2C=CC=CC=2)C2C=CC=CC=2)C=1.BrC1N=C(C(Cl)C2C=C(CC)C=C(OC)C=2F)N(C(C2C=CC=CC=2)(C2C=CC=CC=2)C2C=CC=CC=2)C=1.NC1C=C2C(=CC=1)C(N(C(OC(C)(C)C)=O)C(OC(C)(C)C)=O)=NC=C2>>[Br:1][C:2]1[N:3]=[C:4]([CH:26]([NH:38][C:39]2[CH:40]=[C:41]3[C:46](=[CH:47][CH:48]=2)[C:45]([N:49]([C:57]([O:59][C:60]([CH3:63])([CH3:62])[CH3:61])=[O:58])[C:50]([O:52][C:53]([CH3:56])([CH3:55])[CH3:54])=[O:51])=[N:44][CH:43]=[CH:42]3)[C:27]2[CH:32]=[C:31]([CH2:33][CH3:34])[CH:30]=[C:29]([Cl:99])[C:28]=2[F:37])[N:5]([C:7]([C:20]2[CH:25]=[CH:24][CH:23]=[CH:22][CH:21]=2)([C:14]2[CH:19]=[CH:18][CH:17]=[CH:16][CH:15]=2)[C:8]2[CH:13]=[CH:12][CH:11]=[CH:10][CH:9]=2)[CH:6]=1. Reported procedure: According to the procedure for the preparation of Intermediate 206.4, Intermediate 221.2 (309 mg, 0.537 mmol) was converted to the chloro intermediate, then displaced with di-tert-butyl (6-aminoisoquinolin-1-yl)imidodicarbonate (rt for 15 h, 40° C. for 9 h, 50° C. for 6 h) to afford after flash chromatography (O to 50% EtOAc/hexanes gradient) 400 mg of Iintermediate 221.3 as a pale yellow solid. LCMS (50 to 100% B, 4 min gradient, A=95% H2O/5% CH3CN/0.1% TFA, B=5% H2O/95% CH3CN/0.1% TFA) RT=5.43...